This data is from the Open Reaction Database (ORD), a public repository of structured organic reaction records. The task is: describe an organic reaction: reactants, conditions, products, and yield Reactants: O=C([O-])[O-], CN(C)C(=O)Cl, CN(C)C=O, [K+], [K+], Cc1ccc(S(=O)(=O)c2nc[nH]n2)cc1. The product is Cc1ccc(S(=O)(=O)c2ncn(C(=O)N(C)C)n2)cc1. RXN SMILES: [C:22](=[O:23])([O-:24])[O-:25].[CH3:16][N:17]([C:18](=[O:19])[Cl:20])[CH3:21].[CH3:28][N:29]([CH3:30])[CH:31]=[O:32].[K+:26].[K+:27].[c:1]1([CH3:15])[cH:2][cH:3][c:4]([S:7](=[O:8])(=[O:9])[c:10]2[n:11][nH:12][cH:13][n:14]2)[cH:5][cH:6]1>>[c:1]1([CH3:15])[cH:2][cH:3][c:4]([S:7](=[O:8])(=[O:9])[c:10]2[n:11][n:12]([C:18]([N:17]([CH3:16])[CH3:21])=[O:19])[cH:13][n:14]2)[cH:5][cH:6]1. The reactants are COC(=O)c1ccc(OC)c2nc(Cc3ccc(Br)cc3)[nH]c12, [C-]#N, [C-]#N, CN(C)C=O, CCOC(C)=O, [Pd], [Zn+2], c1ccc(P(c2ccccc2)c2ccccc2)cc1, c1ccc(P(c2ccccc2)c2ccccc2)cc1, c1ccc(P(c2ccccc2)c2ccccc2)cc1, c1ccc(P(c2ccccc2)c2ccccc2)cc1. Product: COC(=O)c1ccc(OC)c2nc(Cc3ccc(C#N)cc3)[nH]c12. Reaction SMILES: [Br:1][c:2]1[cH:3][cH:4][c:5]([CH2:6][c:7]2[nH:8][c:9]3[c:10]([n:11]2)[c:12]([O:20][CH3:21])[cH:13][cH:14][c:15]3[C:16](=[O:17])[O:18][CH3:19])[cH:22][cH:23]1.[C-:112]#[N:113].[C-:115]#[N:116].[CH3:24][N:25]([CH3:26])[CH:27]=[O:28].[CH3:29][CH2:30][O:31][C:32](=[O:33])[CH3:34].[Pd:35].[Zn+2:114].[c:36]1([P:37]([c:38]2[cH:39][cH:40][cH:41][cH:42][cH:43]2)[c:44]2[cH:45][cH:46][cH:47][cH:48][cH:49]2)[cH:50][cH:51][cH:52][cH:53][cH:54]1.[c:55]1([P:56]([c:57]2[cH:58][cH:59][cH:60][cH:61][cH:62]2)[c:63]2[cH:64][cH:65][cH:66][cH:67][cH:68]2)[cH:69][cH:70][cH:71][cH:72][cH:73]1.[c:74]1([P:75]([c:76]2[cH:77][cH:78][cH:79][cH:80][cH:81]2)[c:82]2[cH:83][cH:84][cH:85][cH:86][cH:87]2)[cH:88][cH:89][cH:90][cH:91][cH:92]1.[c:93]1([P:94]([c:95]2[cH:96][cH:97][cH:98][cH:99][cH:100]2)[c:101]2[cH:102][cH:103][cH:104][cH:105][cH:106]2)[cH:107][cH:108][cH:109][cH:110][cH:111]1>>[c:2]1([C:24]#[N:25])[cH:3][cH:4][c:5]([CH2:6][c:7]2[nH:8][c:9]3[c:10]([n:11]2)[c:12]([O:20][CH3:21])[cH:13][cH:14][c:15]3[C:16](=[O:17])[O:18][CH3:19])[cH:22][cH:23]1. The reactants are CC#N, NS(=O)(=O)Cl, CN(C)C=O, CC1(C)OC2C(CO)OC(n3cnc4c(NC(=O)c5ccccc5)ncnc43)C2O1. Yields the product CC1(C)OC2C(COS(N)(=O)=O)OC(n3cnc4c(NC(=O)c5ccccc5)ncnc43)C2O1. As a reaction SMILES: [CH3:41][C:42]#[N:43].[Cl:31][S:32](=[O:33])(=[O:34])[NH2:35].[O:36]=[CH:37][N:38]([CH3:39])[CH3:40].[OH:1][CH2:2][CH:3]1[O:4][CH:5]([n:13]2[c:14]3[n:15][cH:16][n:17][c:18]([NH:22][C:23]([c:24]4[cH:25][cH:26][cH:27][cH:28][cH:29]4)=[O:30])[c:19]3[n:20][cH:21]2)[CH:6]2[CH:7]1[O:8][C:9]([CH3:11])([CH3:12])[O:10]2>>[O:1]([CH2:2][CH:3]1[O:4][CH:5]([n:13]2[c:14]3[n:15][cH:16][n:17][c:18]([NH:22][C:23]([c:24]4[cH:25][cH:26][cH:27][cH:28][cH:29]4)=[O:30])[c:19]3[n:20][cH:21]2)[CH:6]2[CH:7]1[O:8][C:9]([CH3:11])([CH3:12])[O:10]2)[S:32](=[O:33])(=[O:34])[NH2:35]. The reactants are CO, CNC, CCOC(=O)c1cccc(C#Cc2cccc(-c3c4cccc(C(F)(F)F)c4nn3Cc3c(F)cc(F)cc3F)c2)c1, [Pd]. Reaction SMILES: [CH3:43][OH:44].[CH3:45][NH:46][CH3:47].[F:1][c:2]1[c:3]([CH2:4][n:5]2[n:6][c:7]3[c:8]([C:33]([F:34])([F:35])[F:36])[cH:9][cH:10][cH:11][c:12]3[c:13]2-[c:14]2[cH:15][c:16]([C:20]#[C:21][c:22]3[cH:23][c:24]([C:25](=[O:26])[O:27][CH2:28][CH3:29])[cH:30][cH:31][cH:32]3)[cH:17][cH:18][cH:19]2)[c:37]([F:42])[cH:38][c:39]([F:41])[cH:40]1.[Pd:48]>>[F:1][c:2]1[c:3]([CH2:4][n:5]2[n:6][c:7]3[c:8]([C:33]([F:34])([F:35])[F:36])[cH:9][cH:10][cH:11][c:12]3[c:13]2-[c:14]2[cH:15][c:16]([CH2:20][CH2:21][c:22]3[cH:23][c:24]([C:25](=[O:26])[O:27][CH2:28][CH3:29])[cH:30][cH:31][cH:32]3)[cH:17][cH:18][cH:19]2)[c:37]([F:42])[cH:38][c:39]([F:41])[cH:40]1. The product is CCOC(=O)c1cccc(CCc2cccc(-c3c4cccc(C(F)(F)F)c4nn3Cc3c(F)cc(F)cc3F)c2)c1. Reactants: Cl (hydrochloric acid), [OH-].[Na+] (sodium hydroxide), CO (methanol), C1(CC1)C1=C(C(=CC(=C1)CN1CCC(CC1)N1C(C=2C=C(C(=NC2CC1)CCC)C(=O)OC)=O)OCC)C1=CC=C(C=C1)F (methyl 6-(1-((2-cyclopropyl-6-ethoxy-4′-fluorobiphenyl-4-yl)methyl)piperidin-4-yl)-5-oxo-2-propyl-5,6,7,8-tetrahydro-1,6-naphthyridine-3-carboxylate). The solvent is C(C)(=O)OCC (ethyl acetate), C1CCOC1 (THF). Run at temperature 50 celsius, time 1 hour. The product is C1(CC1)C1=C(C(=CC(=C1)CN1CCC(CC1)N1C(C=2C=C(C(=NC2CC1)CCC)C(=O)O)=O)OCC)C1=CC=C(C=C1)F (6-(1-((2-Cyclopropyl-6-ethoxy-4′-fluorobiphenyl-4-yl)methyl)piperidin-4-yl)-5-oxo-2-propyl-5,6,7,8-tetrahydro-1,6-naphthyridine-3-carboxylic acid). The yield is 68.2%. RXN SMILES: [OH-].[Na+].CO.[CH:5]1([C:8]2[CH:13]=[C:12]([CH2:14][N:15]3[CH2:20][CH2:19][CH:18]([N:21]4[CH2:30][CH2:29][C:28]5[N:27]=[C:26]([CH2:31][CH2:32][CH3:33])[C:25]([C:34]([O:36]C)=[O:35])=[CH:24][C:23]=5[C:22]4=[O:38])[CH2:17][CH2:16]3)[CH:11]=[C:10]([O:39][CH2:40][CH3:41])[C:9]=2[C:42]2[CH:47]=[CH:46][C:45]([F:48])=[CH:44][CH:43]=2)[CH2:7][CH2:6]1.Cl>C(OCC)(=O)C.C1COCC1>[CH:5]1([C:8]2[CH:13]=[C:12]([CH2:14][N:15]3[CH2:20][CH2:19][CH:18]([N:21]4[CH2:30][CH2:29][C:28]5[N:27]=[C:26]([CH2:31][CH2:32][CH3:33])[C:25]([C:34]([OH:36])=[O:35])=[CH:24][C:23]=5[C:22]4=[O:38])[CH2:17][CH2:16]3)[CH:11]=[C:10]([O:39][CH2:40][CH3:41])[C:9]=2[C:42]2[CH:43]=[CH:44][C:45]([F:48])=[CH:46][CH:47]=2)[CH2:6][CH2:7]1 |f:0.1|. Procedure: A 2 M aqueous sodium hydroxide solution (1.50 mL) was added at room temperature to a methanol (2 mL)-THF (2 mL) solution of methyl 6-(1-((2-cyclopropyl-6-ethoxy-4′-fluorobiphenyl-4-yl)methyl)piperidin-4-yl)-5-oxo-2-propyl-5,6,7,8-tetrahydro-1,6-naphthyridine-3-carboxylate (730 mg), and the mixture was stirred at 50° C. for 1 hour. The reaction mixture was neutralized with 6 M hydrochloric acid at room temperature. Then, ethyl acetate was added thereto, and the mixture was concentrated. The depos...